From a dataset of the Open Reaction Database (ORD), a public repository of structured organic reaction records. describe an organic reaction: reactants, conditions, products, and yield Procedure details: A solution of 4-amino-3-hydroxybenzoic acid (0.77 g, 0.005 mol.) in 1N aqu. hydrochloric acid (15.0 mL) was cooled to 0° C. and treated slowly with a solution of sodium nitrite (0.38 g; 0.0055 mol.) in water (5.0 mL). After addition the solution was stirred at 0° C. for 10 min. then 3-methyl-1-(4-methylphenyl)-3-pyrazolin-5-one (0.94 g; 0.005 mol.) was added in one portion. Ethanol (15.0 mL) was added followed by sat. aqu. sodium hydrogen carbonate until the pH of the solution was 8 (ca. 10 mL n... Reactants: NC1=C(C=C(C(=O)O)C=C1)O (4-amino-3-hydroxybenzoic acid), N(=O)[O-].[Na+] (sodium nitrite), Cl (hydrochloric acid), C(O)([O-])=O.[Na+] (sodium hydrogen carbonate), CC=1NN(C(C1)=O)C1=CC=C(C=C1)C (3-methyl-1-(4-methylphenyl)-3-pyrazolin-5-one). Yields the product OC=1C=C(C(=O)O)C=CC1N=NC=1C(=NN(C1O)C1=CC=C(C=C1)C)C (3-Hydroxy-4-{[5-hydroxy-3-methyl-1-(4-methylphenyl)-1H-pyrazol-4-yl]azo}benzoic Acid). The solvent is O (water), C(C)O (Ethanol). Conditions: temperature 0 celsius, time 10 minute. Reaction SMILES: [NH2:1][C:2]1[CH:10]=[CH:9][C:5]([C:6]([OH:8])=[O:7])=[CH:4][C:3]=1[OH:11].Cl.[N:13]([O-])=O.[Na+].[CH3:17][C:18]1[NH:19][N:20]([C:24]2[CH:29]=[CH:28][C:27]([CH3:30])=[CH:26][CH:25]=2)[C:21](=[O:23])[CH:22]=1.C(=O)([O-])O.[Na+]>O.C(O)C>[OH:11][C:3]1[CH:4]=[C:5]([CH:9]=[CH:10][C:2]=1[N:1]=[N:13][C:22]1[C:18]([CH3:17])=[N:19][N:20]([C:24]2[CH:29]=[CH:28][C:27]([CH3:30])=[CH:26][CH:25]=2)[C:21]=1[OH:23])[C:6]([OH:8])=[O:7] |f:2.3,5.6|. The reactants are CCOC(=O)C1CCN(C(=O)N(C)C)CC1, CO, [Li+], [OH-], O, O. The product is CN(C)C(=O)N1CCC(C(=O)O)CC1. As a reaction SMILES: [CH3:1][N:2]([C:3](=[O:4])[N:5]1[CH2:6][CH2:7][CH:8]([C:11](=[O:12])[O:13][CH2:14][CH3:15])[CH2:9][CH2:10]1)[CH3:16].[CH3:20][OH:21].[Li+:19].[OH-:18].[OH2:17].[OH2:22]>>[CH3:1][N:2]([C:3](=[O:4])[N:5]1[CH2:6][CH2:7][CH:8]([C:11](=[O:12])[OH:13])[CH2:9][CH2:10]1)[CH3:16]. Reactants: F[As-](F)(F)(F)(F)F.CN(C1=C(C=C(C=C1)[N+]#N)OC1=CC=CC=C1)C (4-Dimethylamino-3-phenoxybenzenediazonium hexafluoroarsenate), CN(C1=C(C=CC=C1)OC1=CC=CC=C1)C (N,N-dimethyl-o-phenoxyaniline), [Cl-].ClC1=C(C=C(C=C1)Cl)[N+]#N (2,5-dichlorobenzenediazonium chloride), O(C1=CC=CC=C1)C1=C(N)C=CC=C1 (o-phenoxyaniline), S(=O)(=O)(OC)OC (dimethyl sulfate). Yields the product ClC1=C(C=C(C=C1)Cl)N=NC1=CC(=C(N(C)C)C=C1)OC1=CC=CC=C1 (4-(2,5-dichlorophenylazo)-N,N-dimethyl-2-phenoxyaniline). RXN SMILES: F[As-](F)(F)(F)(F)F.[CH3:8][N:9]([CH3:25])[C:10]1[CH:15]=[CH:14][C:13]([N+:16]#[N:17])=[CH:12][C:11]=1[O:18][C:19]1[CH:24]=[CH:23][CH:22]=[CH:21][CH:20]=1.O(C1C=CC=CC=1N)C1C=CC=CC=1.S(OC)(OC)(=O)=O.CN(C)C1C=CC=CC=1OC1C=CC=CC=1.[Cl-].[Cl:64][C:65]1[CH:70]=[CH:69][C:68]([Cl:71])=[CH:67][C:66]=1[N+]#N>>[Cl:64][C:65]1[CH:70]=[CH:69][C:68]([Cl:71])=[CH:67][C:66]=1[N:17]=[N:16][C:13]1[CH:14]=[CH:15][C:10]([N:9]([CH3:25])[CH3:8])=[C:11]([O:18][C:19]2[CH:20]=[CH:21][CH:22]=[CH:23][CH:24]=2)[CH:12]=1 |f:0.1,5.6|. Procedure: 4-Dimethylamino-3-phenoxybenzenediazonium hexafluoroarsenate was also prepared by the following route: o-phenoxyaniline was methylated with dimethyl sulfate to N,N-dimethyl-o-phenoxyaniline, m. 34°-5°, which was coupled with 2,5-dichlorobenzenediazonium chloride to give 4-(2,5-dichlorophenylazo)-N,N-dimethyl-2-phenoxyaniline, m. 93°-4°. This was then reduced catalytically to N1,N1 -dimethyl-2-phenoxy-p-phenylenediamine, m. 76°-6°, which was diazotized as above. Reactants: COc1ccc(N)cc1, C[O-], CO, COc1ccc2nc(Cl)cc(Cl)c2c1, [Na+], O, O=C(O)CC(=O)O. Product: COc1ccc2nc(Cl)cc(OC)c2c1. RXN SMILES: [CH3:15][O:16][c:17]1[cH:18][cH:19][c:20]([NH2:21])[cH:22][cH:23]1.[CH3:31][O-:32].[CH3:34][OH:35].[Cl:1][c:2]1[n:3][c:4]2[cH:5][cH:6][c:7]([O:13][CH3:14])[cH:8][c:9]2[c:10]([Cl:12])[cH:11]1.[Na+:33].[OH2:36].[OH:24][C:25]([CH2:26][C:27](=[O:28])[OH:29])=[O:30]>>[Cl:1][c:2]1[n:3][c:4]2[cH:5][cH:6][c:7]([O:13][CH3:14])[cH:8][c:9]2[c:10]([O:16][CH3:15])[cH:11]1. The reactants are C1CN(CC=C1N2C3=CC=CC=C3NC2=O)CCCC(=O)C4=CC=C(C=C4)F (DHBP), CC1(CC(CC(N1[O])(C)C)O)C (TEMPOL). The product is C1CN(CC=C1N2C3=CC=CC=C3NC2=O)CCCC(=O)C4=CC=C(C=C4)F.CC1(CC(CC(N1[O])(C)C)O)C (DHBP TEMPOL). As a reaction SMILES: [CH2:1]1[C:6]([N:7]2[C:15](=[O:16])[NH:14][C:13]3[C:8]2=[CH:9][CH:10]=[CH:11][CH:12]=3)=[CH:5][CH2:4][N:3]([CH2:17][CH2:18][CH2:19][C:20]([C:22]2[CH:27]=[CH:26][C:25]([F:28])=[CH:24][CH:23]=2)=[O:21])[CH2:2]1.[CH3:29][C:30]1([CH3:40])[N:35]([O:36])[C:34]([CH3:38])([CH3:37])[CH2:33][CH:32]([OH:39])[CH2:31]1>>[CH2:1]1[C:6]([N:7]2[C:15](=[O:16])[NH:14][C:13]3[C:8]2=[CH:9][CH:10]=[CH:11][CH:12]=3)=[CH:5][CH2:4][N:3]([CH2:17][CH2:18][CH2:19][C:20]([C:22]2[CH:27]=[CH:26][C:25]([F:28])=[CH:24][CH:23]=2)=[O:21])[CH2:2]1.[CH3:29][C:30]1([CH3:40])[N:35]([O:36])[C:34]([CH3:38])([CH3:37])[CH2:33][CH:32]([OH:39])[CH2:31]1 |f:2.3,^1:32,72|. Procedure: The procedure is performed as for Examples 11 to 13, except that both DHBP and TEMPOL are injected.